Dataset: the Open Reaction Database (ORD), a public repository of structured organic reaction records. Task: describe an organic reaction: reactants, conditions, products, and yield Product: Nc1nc(NCCNc2ccc(CN3CCOCC3)c(-c3ccc(Cl)cc3Cl)c2)ccc1[N+](=O)[O-]. RXN SMILES: [CH3:46][C:47]#[N:48].[CH:26]([N:27]([CH2:28][CH3:29])[CH:30]([CH3:31])[CH3:32])([CH3:33])[CH3:34].[Cl:35][c:36]1[cH:37][cH:38][c:39]([N+:43](=[O:44])[O-:45])[c:40]([NH2:42])[n:41]1.[NH2:1][CH2:2][CH2:3][NH:4][c:5]1[cH:6][c:7](-[c:18]2[c:19]([Cl:25])[cH:20][c:21]([Cl:24])[cH:22][cH:23]2)[c:8]([CH2:11][N:12]2[CH2:13][CH2:14][O:15][CH2:16][CH2:17]2)[cH:9][cH:10]1>>[NH:1]([CH2:2][CH2:3][NH:4][c:5]1[cH:6][c:7](-[c:18]2[c:19]([Cl:25])[cH:20][c:21]([Cl:24])[cH:22][cH:23]2)[c:8]([CH2:11][N:12]2[CH2:13][CH2:14][O:15][CH2:16][CH2:17]2)[cH:9][cH:10]1)[c:36]1[cH:37][cH:38][c:39]([N+:43](=[O:44])[O-:45])[c:40]([NH2:42])[n:41]1. Reactants: CC#N, CCN(C(C)C)C(C)C, Nc1nc(Cl)ccc1[N+](=O)[O-], NCCNc1ccc(CN2CCOCC2)c(-c2ccc(Cl)cc2Cl)c1. The product is N#Cc1ccc2c(c1)CCCC2(F)c1ccns1. As a reaction SMILES: [C:1](#[N:2])[c:3]1[cH:4][c:5]2[c:10]([cH:11][cH:12]1)[CH:9]([c:13]1[cH:14][cH:15][n:16][s:17]1)[CH2:8][CH2:7][CH2:6]2.[CH2:40]1[O:41][CH2:42][CH2:43][CH2:44]1.[CH:18]([N-:19][CH:20]([CH3:21])[CH3:22])([CH3:23])[CH3:24].[F:26][N:27]1[C:28]([CH3:29])([CH3:30])[c:31]2[cH:32][cH:33][cH:34][cH:35][c:36]2[S:37]1(=[O:38])=[O:39].[Li+:25]>>[C:1](#[N:2])[c:3]1[cH:4][c:5]2[c:10]([cH:11][cH:12]1)[C:9]([c:13]1[cH:14][cH:15][n:16][s:17]1)([F:26])[CH2:8][CH2:7][CH2:6]2. Starting materials: N#Cc1ccc2c(c1)CCCC2c1ccns1, C1CCOC1, CC(C)[N-]C(C)C, CC1(C)c2ccccc2S(=O)(=O)N1F, [Li+]. Starting materials: [BH3-]C#N, CN, CO, Cl, Cl, Cl, [Na+], C=CCN1CCC23c4c5ccc(O)c4OC2C(=O)CCC3(O)C1C5. Yields the product C=CCN1CCC23c4c5ccc(O)c4OC2C(NC)CCC3(O)C1C5. Reaction SMILES: [C:29](#[N:30])[BH3-:31].[CH3:27][NH2:28].[CH3:34][OH:35].[ClH:25].[ClH:26].[ClH:33].[Na+:32].[OH:1][c:2]1[cH:3][cH:4][c:5]2[c:15]3[c:14]1[O:13][CH:12]1[C:11]34[CH2:10][CH2:9][N:8]([CH2:22][CH:23]=[CH2:24])[CH:7]([CH2:6]2)[C:20]4([OH:21])[CH2:19][CH2:18][C:16]1=[O:17]>>[OH:1][c:2]1[cH:3][cH:4][c:5]2[c:15]3[c:14]1[O:13][CH:12]1[C:11]34[CH2:10][CH2:9][N:8]([CH2:22][CH:23]=[CH2:24])[CH:7]([CH2:6]2)[C:20]4([OH:21])[CH2:19][CH2:18][CH:16]1[NH:30][CH3:29]. The reactants are C(C)(C)(C)OC(=O)N1[C@H](C(=O)O)CCC1 (N-(tert-butyloxycarbonyl)-L-proline), Cl.CNCCCC1=CC=CC=C1 (N-methyl-3-phenylpropylamine hydrochloride). As a reaction SMILES: [C:1]([O:5][C:6]([N:8]1[CH2:15][CH2:14][CH2:13][C@H:9]1[C:10]([OH:12])=O)=[O:7])([CH3:4])([CH3:3])[CH3:2].Cl.[CH3:17][NH:18][CH2:19][CH2:20][CH2:21][C:22]1[CH:27]=[CH:26][CH:25]=[CH:24][CH:23]=1>>[C:1]([O:5][C:6]([N:8]1[CH2:15][CH2:14][CH2:13][C@H:9]1[C:10]([N:18]([CH3:17])[CH2:19][CH2:20][CH2:21][C:22]1[CH:27]=[CH:26][CH:25]=[CH:24][CH:23]=1)=[O:12])=[O:7])([CH3:2])([CH3:3])[CH3:4] |f:1.2|. Procedure: By the method of part A of Example 1 N-(tert-butyloxycarbonyl)-L-proline (4.3 g.) was condensed with N-methyl-3-phenylpropylamine hydrochloride (3.71 g.) and the product was purified by high pressure liquid chromatography on silica gel using hexane-ethyl acetate (3:2) as the eluant, affording 1-(tert-butyloxycarbonyl)-N-methyl-N-(3-phenylpropyl)-L-prolinamide as a syrup (2.65 g.). Yields the product C(C)(C)(C)OC(=O)N1[C@H](C(=O)N(CCCC2=CC=CC=C2)C)CCC1 (1-(tert-butyloxycarbonyl)-N-methyl-N-(3-phenylpropyl)-L-prolinamide). Starting materials: CCOC(C)=O, CCO, NS(=O)(=O)c1cc2c(s1)SCC(=O)N2, O=C(OO)c1cccc(Cl)c1. Product: NS(=O)(=O)c1cc2c(s1)S(=O)CC(=O)N2. Reaction SMILES: [CH3:26][CH2:27][O:28][C:29](=[O:30])[CH3:31].[CH3:32][CH2:33][OH:34].[O:1]=[C:2]1[NH:3][c:4]2[c:5]([s:8][c:9]([S:11]([NH2:12])(=[O:13])=[O:14])[cH:10]2)[S:6][CH2:7]1.[OH:15][O:16][C:17]([c:18]1[cH:19][c:20]([Cl:21])[cH:22][cH:23][cH:24]1)=[O:25]>>[O:1]=[C:2]1[NH:3][c:4]2[c:5]([s:8][c:9]([S:11]([NH2:12])(=[O:13])=[O:14])[cH:10]2)[S:6](=[O:15])[CH2:7]1.